This data is from the Open Reaction Database (ORD), a public repository of structured organic reaction records. The task is: describe an organic reaction: reactants, conditions, products, and yield Reactants: C(C)N(C(CC1=CC2=C(OC(O2)CNC(CCC(=O)O)=O)C=C1)C)C(C(F)(F)F)=O (N-(5-[2-[ethyl-(2,2,2-trifluoro-acetyl)-amino]-propyl}-benzo[1,3]dioxol-2-ylmethyl)-succinamic Acid), C(C)N=C=NCCCN(C)C (1-ethyl-3-(3-dimethylaminopropyl)-carbodiimide), ON1C(CCC1=O)=O (N-hydroxysuccinimide). Solvent: ClCCl (dichloromethane), ClCCl (dichloromethane). Reaction conditions: time 18 hour. Product: O=C1N(C(CC1)=O)OC(CCC(=O)NCC1OC2=C(O1)C=CC(=C2)CC(C)N(C(C(F)(F)F)=O)CC)=O (N-(5-{2-[ethyl-(2,2,2-trifluoro-acetyl)-amino]-propyl}-benzo[1,3]dioxol-2-ylmethyl)-succinamic Acid 2,5-dioxo-pyrrolidin-1-yl ester). The yield is 85.3%. Reaction SMILES: [CH2:1]([N:3]([C:25](=[O:30])[C:26]([F:29])([F:28])[F:27])[CH:4]([CH3:24])[CH2:5][C:6]1[CH:23]=[CH:22][C:9]2[O:10][CH:11]([CH2:13][NH:14][C:15](=[O:21])[CH2:16][CH2:17][C:18]([OH:20])=[O:19])[O:12][C:8]=2[CH:7]=1)[CH3:2].O[N:32]1[C:36](=[O:37])[CH2:35][CH2:34][C:33]1=[O:38].C(N=C=NCCCN(C)C)C>ClCCl>[O:38]=[C:33]1[CH2:34][CH2:35][C:36](=[O:37])[N:32]1[O:19][C:18](=[O:20])[CH2:17][CH2:16][C:15]([NH:14][CH2:13][CH:11]1[O:10][C:9]2[CH:22]=[CH:23][C:6]([CH2:5][CH:4]([N:3]([CH2:1][CH3:2])[C:25](=[O:30])[C:26]([F:28])([F:29])[F:27])[CH3:24])=[CH:7][C:8]=2[O:12]1)=[O:21]. Reported procedure: To 150 mg (0.34 mmol) of 2K was added 15 mL of dichloromethane (distilled over CaH2) followed by 99 mg (0.86 mmol) of N-hydroxysuccinimide and 166 mg (0.86 mmol) of 1-ethyl-3-(3-dimethylaminopropyl)-carbodiimide. The reaction mixture was allowed to stir at room temperature under argon atmosphere for 18 hours. The reaction mixture was diluted with an additional 40 mL of dichloromethane and washed with 2×25 mL of water, 3×25 mL of saturated sodium bicarbonate, and 2×25 mL of water. The organic lay... Reactants: COc1ccc(CCl)cc1, CCO, ClCCl, O=C(O)c1ccc(O)cc1. Product: COc1ccc(COC(=O)c2ccc(O)cc2)cc1. RXN SMILES: [CH3:11][O:12][c:13]1[cH:14][cH:15][c:16]([CH2:17][Cl:18])[cH:19][cH:20]1.[CH3:21][CH2:22][OH:23].[Cl:24][CH2:25][Cl:26].[OH:1][C:2](=[O:3])[c:4]1[cH:5][cH:6][c:7]([OH:8])[cH:9][cH:10]1>>[O:1]([C:2](=[O:3])[c:4]1[cH:5][cH:6][c:7]([OH:8])[cH:9][cH:10]1)[CH2:17][c:16]1[cH:15][cH:14][c:13]([O:12][CH3:11])[cH:20][cH:19]1. Solvent: CC(=O)C (acetone), C(C)(=O)OCC.CCCCCC (ethyl acetate n-hexane), C(Cl)Cl (methylene chloride). Reaction conditions: time 10 minute. Yields the product C(C)(C)(C)OC(=O)C1(CC1)O\N=C(/C(=O)NC1[C@@H]2N(C(=C(CS2=O)CI)C(=O)OC(C2=CC=CC=C2)C2=CC=CC=C2)C1=O)\C=1N=C(SC1)NC(C1=CC=CC=C1)(C1=CC=CC=C1)C1=CC=CC=C1 (Benzhydryl 7-[(Z)-2-(1-tert-butoxycarbonyl-1-cyclopropoxyimino)-2-(2-tritylaminothiazol-4-yl) acetamido]-3-iodomethyl-3-cephem-4-carboxylate 1-oxide). Procedure: 14.2 g (14.7 mmol) of benzhydryl 7-[(Z)-2-(1-tertbutoxycarbonyl-1-cyclopropoxyimino)-2-(2-tritylaminothiazol-4-yl)acetamido]-3-chloromethyl-3-cephem-4-carboxylate was dissolved in 280 ml of methylene chloride, and 2.98 g (14.7 mmol) of m-chloroperbenzoic acid was added thereto under cooling with ice. The mixture was stirred for 10 minutes. To the reaction solution, 60 ml of a 10% sodium thiosulfate aqueous solution was added. The aqueous solution was poured into a 5% sodium hydrogen carbonate aq... RXN SMILES: [C:1]([O:5][C:6]([C:8]1([O:11]/[N:12]=[C:13](/[C:44]2[N:45]=[C:46]([NH:49][C:50]([C:63]3[CH:68]=[CH:67][CH:66]=[CH:65][CH:64]=3)([C:57]3[CH:62]=[CH:61][CH:60]=[CH:59][CH:58]=3)[C:51]3[CH:56]=[CH:55][CH:54]=[CH:53][CH:52]=3)[S:47][CH:48]=2)\[C:14]([NH:16][CH:17]2[C:42](=[O:43])[N:19]3[C:20]([C:26]([O:28][CH:29]([C:36]4[CH:41]=[CH:40][CH:39]=[CH:38][CH:37]=4)[C:30]4[CH:35]=[CH:34][CH:33]=[CH:32][CH:31]=4)=[O:27])=[C:21]([CH2:24]Cl)[CH2:22]S[C@H:18]23)=[O:15])[CH2:10][CH2:9]1)=[O:7])([CH3:4])([CH3:3])[CH3:2].ClC1C=CC=C(C(OO)=O)C=1.[S:80]([O-:84])([O-])(=O)=S.[Na+].[Na+].C(=O)([O-])O.[Na+].[I-:92].[Na+]>C(Cl)Cl.CC(C)=O.C(OCC)(=O)C.CCCCCC>[C:1]([O:5][C:6]([C:8]1([O:11]/[N:12]=[C:13](/[C:44]2[N:45]=[C:46]([NH:49][C:50]([C:63]3[CH:68]=[CH:67][CH:66]=[CH:65][CH:64]=3)([C:57]3[CH:62]=[CH:61][CH:60]=[CH:59][CH:58]=3)[C:51]3[CH:56]=[CH:55][CH:54]=[CH:53][CH:52]=3)[S:47][CH:48]=2)\[C:14]([NH:16][CH:17]2[C:42](=[O:43])[N:19]3[C:20]([C:26]([O:28][CH:29]([C:36]4[CH:41]=[CH:40][CH:39]=[CH:38][CH:37]=4)[C:30]4[CH:35]=[CH:34][CH:33]=[CH:32][CH:31]=4)=[O:27])=[C:21]([CH2:24][I:92])[CH2:22][S:80](=[O:84])[C@H:18]23)=[O:15])[CH2:10][CH2:9]1)=[O:7])([CH3:4])([CH3:3])[CH3:2] |f:2.3.4,5.6,7.8,11.12|. Yield: 60.0%. The reactants are C(O)([O-])=O.[Na+] (sodium hydrogen carbonate), C(C)(C)(C)OC(=O)C1(CC1)O\N=C(/C(=O)NC1[C@@H]2N(C(=C(CS2)CCl)C(=O)OC(C2=CC=CC=C2)C2=CC=CC=C2)C1=O)\C=1N=C(SC1)NC(C1=CC=CC=C1)(C1=CC=CC=C1)C1=CC=CC=C1 (benzhydryl 7-[(Z)-2-(1-tertbutoxycarbonyl-1-cyclopropoxyimino)-2-(2-tritylaminothiazol-4-yl)acetamido]-3-chloromethyl-3-cephem-4-carboxylate), ClC1=CC(=CC=C1)C(=O)OO (m-chloroperbenzoic acid), S(=S)(=O)([O-])[O-].[Na+].[Na+] (sodium thiosulfate), [I-].[Na+] (sodium iodide). Starting materials: ClC1=CC2=C(C=N1)OC1=CC=C(C=C1[C@]21N=C(COCC1)N)C=1C(=NC=CC1)F ((S)-3-chloro-7-(2-fluoropyridin-3-yl)-6′,7′-dihydro-2′H-spiro[chromeno[2,3-c]pyridine-5,5′-[1,4]oxazepin]-3′-amine), Cl.FC1(CNCC1)F (3,3-difluoropyrrolidine hydrochloride), C[Si](C)(C)[N-][Si](C)(C)C.[Li+] (lithium bis(trimethylsilyl)amide). Reagents/catalysts: CC(C)OC1=C(C(=CC=C1)OC(C)C)C2=CC=CC=C2P(C3CCCCC3)C4CCCCC4.CC(C)(C)OC.C1=CC=C([C-]=C1)CCN.Cl[Pd+] (RuPhos precatalyst). The solvent is [Cl-].[NH4+] (ammonium chloride). Reaction conditions: time 10 minute. The product is FC1(CN(CC1)C1=CC2=C(C=N1)OC1=CC=C(C=C1[C@]21N=C(COCC1)N)C=1C(=NC=CC1)F)F ((S)-3-(3,3-difluoropyrrolidin-1-yl)-7-(2-fluoropyridin-3-yl)-6′,7′-dihydro-2′H-spiro[chromeno [2,3-c]pyridine-5,5′-[1,4]oxazepin]-3′-amine). RXN SMILES: Cl[C:2]1[N:7]=[CH:6][C:5]2[O:8][C:9]3[C:14]([C@@:15]4([CH2:21][CH2:20][O:19][CH2:18][C:17]([NH2:22])=[N:16]4)[C:4]=2[CH:3]=1)=[CH:13][C:12]([C:23]1[C:24]([F:29])=[N:25][CH:26]=[CH:27][CH:28]=1)=[CH:11][CH:10]=3.Cl.[F:31][C:32]1([F:37])[CH2:36][CH2:35][NH:34][CH2:33]1.C[Si]([N-][Si](C)(C)C)(C)C.[Li+]>CC(OC1C=CC=C(OC(C)C)C=1C1C(P(C2CCCCC2)C2CCCCC2)=CC=CC=1)C.CC(OC)(C)C.C1C=[C-]C(CCN)=CC=1.Cl[Pd+].[Cl-].[NH4+]>[F:31][C:32]1([F:37])[CH2:36][CH2:35][N:34]([C:2]2[N:7]=[CH:6][C:5]3[O:8][C:9]4[C:14]([C@@:15]5([CH2:21][CH2:20][O:19][CH2:18][C:17]([NH2:22])=[N:16]5)[C:4]=3[CH:3]=2)=[CH:13][C:12]([C:23]2[C:24]([F:29])=[N:25][CH:26]=[CH:27][CH:28]=2)=[CH:11][CH:10]=4)[CH2:33]1 |f:1.2,3.4,5.6.7.8,9.10|. Procedure: A vial was charged with (S)-3-chloro-7-(2-fluoropyridin-3-yl)-6′,7′-dihydro-2′H-spiro[chromeno[2,3-c]pyridine-5,5′-[1,4]oxazepin]-3′-amine (50.0 mg, 0.122 mmol), 3,3-difluoropyrrolidine hydrochloride (36.0 mg, 0.243 mmol), and RuPhos precatalyst (8.87 mg, 0.012 mmol). The vial was flushed with N2 gas, then lithium bis(trimethylsilyl)amide (1M in THF) (608 μl, 0.608 mmol) was added slowly to the mixture. After about 10 mins, the mixture was diluted with saturated aqueous ammonium chloride and ext... Reactants: C1(=CC=CC=C1)N1N=C2CCNCCC2=C1C1=CC=CC=C1 (2,3-Diphenyl-2,4,5,6,7,8-hexahydro-1,2,6-triaza-azulene), C=O (paraformaldehyde), [BH-](OC(=O)C)(OC(=O)C)OC(=O)C.[Na+] (NaBH(OAc)3). Run in C(Cl)Cl (CH2Cl2), [OH-].[Na+] (NaOH). Conditions: time 12 hour. The product is CN1CCC2=C(N(N=C2CC1)C1=CC=CC=C1)C1=CC=CC=C1 (6-Methyl-2,3-diphenyl-2,4,5,6,7,8-hexahydro-1,2,6-triaza-azulene). The yield is 63.5%. As a reaction SMILES: [C:1]1([N:7]2[C:16]([C:17]3[CH:22]=[CH:21][CH:20]=[CH:19][CH:18]=3)=[C:15]3[C:9]([CH2:10][CH2:11][NH:12][CH2:13][CH2:14]3)=[N:8]2)[CH:6]=[CH:5][CH:4]=[CH:3][CH:2]=1.C=O.[BH-](OC(C)=O)(OC(C)=O)O[C:27](C)=O.[Na+]>C(Cl)Cl.[OH-].[Na+]>[CH3:27][N:12]1[CH2:11][CH2:10][C:9]2[C:15](=[C:16]([C:17]3[CH:18]=[CH:19][CH:20]=[CH:21][CH:22]=3)[N:7]([C:1]3[CH:2]=[CH:3][CH:4]=[CH:5][CH:6]=3)[N:8]=2)[CH2:14][CH2:13]1 |f:2.3,5.6|. Procedure: To a solution of 33.5 mg of 2,3-diphenyl-2,4,5,6,7,8-hexahydro-1,2,6-triaza-azulene (Example 176, Step D) in 5 mL of CH2Cl2 were added 0.15 g of paraformaldehyde and 0.15 g of NaBH(OAc)3. The mixture was stirred at RT for 12 h and was diluted with 20 mL of 1 M NaOH. After stirring for 3 h, the mixture was extracted with CH2Cl2 (2×10 mL) and the combined organic layers were concentrated. Chromatography on SiO2 (0 to 5% 2 M NH3 in MeOH/CH2Cl2) gave 22.3 mg of the title compound as a white solid. M... Reactants: ClC=1C=C2C(=C(NC2=CC1)C(=O)N)S(=O)(=O)C1=CC=CC=C1 (5-Chloro-3-phenylsulfonylindole-2-carboxamide), [OH-].CCC[N+](CC)(CC)S(NC(=O)O)(=O)=O (methyl (carboxysulfamoyl)triethylammonium hydroxide). The solvent is O1CCCC1 (tetrahydrofuran). Product: ClC=1C=C2C(=C(NC2=CC1)C#N)S(=O)(=O)C1=CC=CC=C1 (5-Chloro-3-phenylsulfonylindole-2-carbonitrile). As a reaction SMILES: [Cl:1][C:2]1[CH:3]=[C:4]2[C:8](=[CH:9][CH:10]=1)[NH:7][C:6]([C:11]([NH2:13])=O)=[C:5]2[S:14]([C:17]1[CH:22]=[CH:21][CH:20]=[CH:19][CH:18]=1)(=[O:16])=[O:15].[OH-].CCC[N+](S(=O)(=O)NC(O)=O)(CC)CC>O1CCCC1>[Cl:1][C:2]1[CH:3]=[C:4]2[C:8](=[CH:9][CH:10]=1)[NH:7][C:6]([C:11]#[N:13])=[C:5]2[S:14]([C:17]1[CH:18]=[CH:19][CH:20]=[CH:21][CH:22]=1)(=[O:16])=[O:15] |f:1.2|. Procedure: 5-Chloro-3-phenylsulfonylindole-2-carboxamide reacts with methyl (carboxysulfamoyl)triethylammonium hydroxide inner salt (Burgess reagent) in tetrahydrofuran (THF) solvent as described by D. A. Claremon and B. T. Phillips (Tetrahedron Lett., 29, 2155 (1988)) to provide the title compound.